From a dataset of the Open Reaction Database (ORD), a public repository of structured organic reaction records. describe an organic reaction: reactants, conditions, products, and yield The reactants are CCO, O=[N+]([O-])c1cc2cccnc2c2ncccc12, [Na+], [OH-], O, O, Cl[Sn]Cl. Product: Nc1cc2cccnc2c2ncccc12. Reaction SMILES: [CH3:25][CH2:26][OH:27].[N+:1]([O-:2])(=[O:3])[c:4]1[c:5]2[cH:6][cH:7][cH:8][n:9][c:10]2[c:11]2[n:12][cH:13][cH:14][cH:15][c:16]2[cH:17]1.[Na+:24].[OH-:23].[OH2:18].[OH2:19].[Sn:20]([Cl:21])[Cl:22]>>[NH2:1][c:4]1[c:5]2[cH:6][cH:7][cH:8][n:9][c:10]2[c:11]2[n:12][cH:13][cH:14][cH:15][c:16]2[cH:17]1. Reactants: COCCBr, [H-], [Na+], CN(C)C=O, COC(=O)C(C)(C)CO. Reaction SMILES: [CH3:12][O:13][CH2:14][CH2:15][Br:16].[H-:10].[Na+:11].[O:17]=[CH:18][N:19]([CH3:20])[CH3:21].[OH:1][CH2:2][C:3]([C:4](=[O:5])[O:6][CH3:7])([CH3:8])[CH3:9]>>[O:1]([CH2:2][C:3]([C:4](=[O:5])[O:6][CH3:7])([CH3:8])[CH3:9])[CH2:15][CH2:14][O:13][CH3:12]. The product is COCCOCC(C)(C)C(=O)OC. Reactants: CN1CCOCC1 (4-methylmorpholine), Cl.Cl.FC(C1=CC=C2N1CCNC21CCNCC1)(F)F (6-(trifluoromethyl)spiro[3,4-dihydro-2H-pyrrolo[1,2-a]pyrazine-1,4′-piperidine]dihydrochloride), C(C)(C)OC1=C(C=C(C(=O)O)C=C1)OC (4-isopropoxy-3-methoxy-benzoic acid), ON1N=NC2=C1C=CC=C2 (1-hydroxybenzotriazole), C(C)N=C=NCCCN(C)C (3-(ethyliminomethyleneamino)-N,N-dimethyl-propan-1-amine). The solvent is C(Cl)Cl (CH2Cl2), O (water). Run at time 16 hour. Product: C(C)(C)OC1=C(C=C(C=C1)C(=O)N1CCC2(CC1)C=1N(CCN2)C(=CC1)C(F)(F)F)OC ((4-isopropoxy-3-methoxy-phenyl)-[6-(trifluoromethyl)spiro[3,4-dihydro-2H-pyrrolo[1,2-a]pyrazine-1,4′-piperidine]-1′-yl]methanone). The yield is 96.5%. RXN SMILES: Cl.Cl.[F:3][C:4]([F:20])([F:19])[C:5]1[N:9]2[CH2:10][CH2:11][NH:12][C:13]3([CH2:18][CH2:17][NH:16][CH2:15][CH2:14]3)[C:8]2=[CH:7][CH:6]=1.[CH:21]([O:24][C:25]1[CH:33]=[CH:32][C:28]([C:29](O)=[O:30])=[CH:27][C:26]=1[O:34][CH3:35])([CH3:23])[CH3:22].ON1C2C=CC=CC=2N=N1.C(N=C=NCCCN(C)C)C.CN1CCOCC1>C(Cl)Cl.O>[CH:21]([O:24][C:25]1[CH:33]=[CH:32][C:28]([C:29]([N:16]2[CH2:15][CH2:14][C:13]3([NH:12][CH2:11][CH2:10][N:9]4[C:5]([C:4]([F:3])([F:19])[F:20])=[CH:6][CH:7]=[C:8]34)[CH2:18][CH2:17]2)=[O:30])=[CH:27][C:26]=1[O:34][CH3:35])([CH3:23])[CH3:22] |f:0.1.2|. Reported procedure: To a stirred solution of 6-(trifluoromethyl)spiro[3,4-dihydro-2H-pyrrolo[1,2-a]pyrazine-1,4′-piperidine]dihydrochloride (475 mg, 1.43 mmol), 4-isopropoxy-3-methoxy-benzoic acid (361 mg, 1.72 mmol) and 1-hydroxybenzotriazole (232 mg, 1.72 mmol) in CH2Cl2 (5.5 mL) at ambient temperature was added 3-(ethyliminomethyleneamino)-N,N-dimethyl-propan-1-amine (266 mg, 1.72 mmol) followed by 4-methylmorpholine (786 μL, 7.15 mmol). The mixture was stirred for 16 h at room temperature. The mixture was poure... The solvent is C1(=CC=CC=C1)C (toluene). Procedure details: Me-PRX (150 g) is dissolved in toluene (450 ml) at room temperature. The mixture is then heated to reflux. At reflux, 2,2,2-trichloroethyl-chloroformate (120 ml) is added dropwise for about 2.5 hours. After about 3 hours at reflux, the reaction mixture is cooled, and ammonia 20% (300 ml) and water (300 ml) is added. The organic phase is separated and washed with water (500 ml), followed by brine (500 ml). The organic phase is then separated, dried over MgSO4, filtered. Toluene is then removed un... Starting materials: Me-PRX, N (ammonia), O (water), ClC(COC(=O)Cl)(Cl)Cl (2,2,2-trichloroethyl-chloroformate). Product: C(N)(OCC(Cl)(Cl)Cl)=O (2,2,2-trichloroethyl carbamate). RXN SMILES: [Cl:1][C:2]([Cl:9])([Cl:8])[CH2:3][O:4][C:5](Cl)=[O:6].[NH3:10].O>C1(C)C=CC=CC=1>[C:5](=[O:6])([O:4][CH2:3][C:2]([Cl:9])([Cl:8])[Cl:1])[NH2:10]. Starting materials: ClC1=C(C(=CC(=C1)Cl)C(C)O)O (2,4-Dichloro-6-(1'-hydroxyethyl)phenol), FC1=CC=C(C=C1)O (4-fluoro phenol), C1(=CC=C(C=C1)S(=O)(=O)O)C (p-toluenesulphonic acid). Conditions: time 0.5 hour. Yields the product ClC=1C(=C(C=C(C1)Cl)C(C)C1=C(C=CC(=C1)F)O)O (1-(3,5-dichloro-2-hydroxyphenyl)-1-(5-fluoro-2-hydroxy phenyl) ethane). RXN SMILES: [Cl:1][C:2]1[CH:7]=[C:6]([Cl:8])[CH:5]=[C:4]([CH:9](O)[CH3:10])[C:3]=1[OH:12].[F:13][C:14]1[CH:19]=[CH:18][C:17]([OH:20])=[CH:16][CH:15]=1.C1(C)C=CC(S(O)(=O)=O)=CC=1>>[Cl:1][C:2]1[C:3]([OH:12])=[C:4]([CH:9]([C:18]2[CH:19]=[C:14]([F:13])[CH:15]=[CH:16][C:17]=2[OH:20])[CH3:10])[CH:5]=[C:6]([Cl:8])[CH:7]=1. Procedure: 2,4-Dichloro-6-(1'-hydroxyethyl)phenol (10 g) was added in small portions to a melt of 4-fluoro phenol containing a trace of p-toluenesulphonic acid at 90° over a half hour period. The reaction mixture was stirred for a further 1/2 hr and cooled. The crystallization from benzene gave 1-(3,5-dichloro-2-hydroxyphenyl)-1-(5-fluoro-2-hydroxy phenyl) ethane (11 g, m.p. 150°). Reactants: COC(=O)C1=CC(=NC2=CC=CC=C12)Cl (2-chloro-4-quinolinecarboxylic acid methyl ester), C(Cl)Cl (CH2Cl2), P(=O)([O-])([O-])[O-].[K+].[K+].[K+] (tripotassium phosphate), [N+](=O)([O-])C1=CC=C(C=C1)B(O)O (4-nitrophenylboronic acid). The reagents and catalysts are C1=CC=C(C=C1)P([C-]2C=CC=C2)C3=CC=CC=C3.C1=CC=C(C=C1)P([C-]2C=CC=C2)C3=CC=CC=C3.Cl[Pd]Cl.[Fe+2] (PdCl2(dppf)). The solvent is CN(C)C=O (DMF), O1CCOCC1 (1,4-dioxane). Reaction conditions: temperature 85 celsius, time 8 hour. The product is COC(=O)C1=CC(=NC2=CC=CC=C12)C1=CC=C(C=C1)[N+](=O)[O-] (2-(4-nitrophenyl)-4-quinolinecarboxylic acid methyl ester). Isolated yield 78.8%. Reaction SMILES: C(Cl)Cl.P([O-])([O-])([O-])=O.[K+].[K+].[K+].[N+:12]([C:15]1[CH:20]=[CH:19][C:18](B(O)O)=[CH:17][CH:16]=1)([O-:14])=[O:13].[CH3:24][O:25][C:26]([C:28]1[C:37]2[C:32](=[CH:33][CH:34]=[CH:35][CH:36]=2)[N:31]=[C:30](Cl)[CH:29]=1)=[O:27]>C1C=CC(P(C2C=CC=CC=2)[C-]2C=CC=C2)=CC=1.C1C=CC(P(C2C=CC=CC=2)[C-]2C=CC=C2)=CC=1.Cl[Pd]Cl.[Fe+2].CN(C=O)C.O1CCOCC1>[CH3:24][O:25][C:26]([C:28]1[C:37]2[C:32](=[CH:33][CH:34]=[CH:35][CH:36]=2)[N:31]=[C:30]([C:18]2[CH:19]=[CH:20][C:15]([N+:12]([O-:14])=[O:13])=[CH:16][CH:17]=2)[CH:29]=1)=[O:27] |f:1.2.3.4,7.8.9.10|. Reported procedure: PdCl2(dppf).CH2Cl2 (184 mg, 0.23 mmol), tripotassium phosphate (624 mg, 4.51 mmol), and 4-nitrophenylboronic acid (958 mg, 4.51 mmol) were added to a 1,4-dioxane (5 mL)/DMF (1 mL) mixed solution of 2-chloro-4-quinolinecarboxylic acid methyl ester (500 mg, 2.26 mmol) obtained in Reference Example 3, and the mixture was heated with stirring overnight at 85° C. in an argon atmosphere. After the reaction solution was concentrated, to the residue, a saturated aqueous solution of sodium chloride and m...